describe an organic reaction: reactants, conditions, products, and yield From a dataset of the Open Reaction Database (ORD), a public repository of structured organic reaction records. Reactants: BrC=1C=NC(=C(C=O)C1)F (5-bromo-2-fluoronicotinaldehyde), [BH4-].[Na+] (sodium borohydride). Run in C(C)O (ethanol). Reaction conditions: time 30 minute. Product: BrC=1C=C(C(=NC1)F)CO ((5-Bromo-2-fluoropyridin-3-yl)methanol). Yield: 92.3%. RXN SMILES: [Br:1][C:2]1[CH:3]=[N:4][C:5]([F:10])=[C:6]([CH:9]=1)[CH:7]=[O:8].[BH4-].[Na+]>C(O)C>[Br:1][C:2]1[CH:9]=[C:6]([CH2:7][OH:8])[C:5]([F:10])=[N:4][CH:3]=1 |f:1.2|. Procedure: To a suspension of 5-bromo-2-fluoronicotinaldehyde (5.00 g, 24.51 mmol) in ethanol (125 mL) immersed in a room temperature bath to moderate any potential exotherm was added sodium borohydride (0.464 g, 12.26 mmol) in one portion. After 30 minutes at room temperature, LC/MS indicated clean, complete conversion to the product. The reaction was cooled to 0 C and quenched by the cautious addition of saturated ammonium chloride solution (effervescence). The reaction was concentrated and partitioned b... Reactants: C1(=CC=CC=C1)[SH+]C1=CC=CC=C1 (diphenylsulfonium), COC=1C=C(C=O)C=CC1 (3-methoxybenzaldehyde), ether-water. Solvent: O1CCCC1 (tetrahydrofuran). Conditions: temperature -78 celsius, time 3 hour. Yields the product COC=1C=C(C2C(C)O2)C=CC1 (3-methoxy-β-methylstyrene Oxide). As a reaction SMILES: [C:1]1([SH+]C2C=CC=CC=2)C=CC=C[CH:2]=1.[CH3:14][O:15][C:16]1[CH:17]=[C:18]([CH:21]=[CH:22][CH:23]=1)[CH:19]=[O:20]>O1CCCC1>[CH3:14][O:15][C:16]1[CH:17]=[C:18]([CH:21]=[CH:22][CH:23]=1)[CH:19]1[O:20][CH:1]1[CH3:2]. Reported procedure: To a -78° C. solution of diphenylsulfonium ethylide (1.0 mole) in tetrahydrofuran (one liter) is slowly added 3-methoxybenzaldehyde (1.0 mole). The reaction mixture is stirred at -78° C. for 3 hours and then allowed to warm to room temperature. It is then added to ether-water and the ether phase separated. The ether phase is washed with water, dried (MgSO4) and evaporated. Fractional distillation of the residue gives the title product. Reported procedure: Thionyl chloride (0.20 ml, 0.027 mol) and dimethylformamide (0.15 ml, 0.022 mol) were added to a solution of 5 (0.624 g, 0.020 mol) in toluene (2 ml) at 50° C. The mixture was stirred and heated to 95° C. over a period of 15 min. and maintained at that temperature for another hour. The pale yellow solution was washed with water, dried over magnesium sulfate, treated with activated carbon, filtered, and evaporated to give a cream-colored solid (0.600 g, 95% yield). The melting point of the materi... Run at temperature 95 celsius. The product is ClC1=C(C(=C(C(=C1[N+](=O)[O-])Cl)[N+](=O)[O-])Cl)[N+](=O)[O-] (1,3,5-trichloro-2,4,6-trinitrobenzene). Isolated yield 9.5%. Run in C1(=CC=CC=C1)C (toluene). Starting materials: S(=O)(Cl)Cl (Thionyl chloride), CN(C=O)C (dimethylformamide), ClC=1C(=C(C(=C(C1[N+](=O)[O-])Cl)[N+](=O)[O-])OC)[N+](=O)[O-] (3,5-dichloro-2,4,6-trinitroanisole). Reaction SMILES: S(Cl)([Cl:3])=O.CN(C)C=O.[Cl:10][C:11]1[C:12]([N+:26]([O-:28])=[O:27])=[C:13](OC)[C:14]([N+:21]([O-:23])=[O:22])=[C:15]([Cl:20])[C:16]=1[N+:17]([O-:19])=[O:18]>C1(C)C=CC=CC=1>[Cl:10][C:11]1[C:12]([N+:26]([O-:28])=[O:27])=[C:13]([Cl:3])[C:14]([N+:21]([O-:23])=[O:22])=[C:15]([Cl:20])[C:16]=1[N+:17]([O-:19])=[O:18]. The reactants are SC=1NC=CN1 (2-mercaptoimidazole), ClC1=CC=C(C=C1)[N+](=O)[O-] (4-chloronitrobenzene), C([O-])([O-])=O.[K+].[K+] (potassium carbonate), ice water. Solvent: C(C)#N (Acetonitrile). The product is [N+](=O)([O-])C1=CC=C(C=C1)SC=1NC=CN1 (2-(4-nitrophenylthio)imidazole). Yield: 86.0%. Reaction SMILES: [SH:1][C:2]1[NH:3][CH:4]=[CH:5][N:6]=1.Cl[C:8]1[CH:13]=[CH:12][C:11]([N+:14]([O-:16])=[O:15])=[CH:10][CH:9]=1.C(=O)([O-])[O-].[K+].[K+]>C(#N)C>[N+:14]([C:11]1[CH:12]=[CH:13][C:8]([S:1][C:2]2[NH:3][CH:4]=[CH:5][N:6]=2)=[CH:9][CH:10]=1)([O-:16])=[O:15] |f:2.3.4|. Reported procedure: Acetonitrile (100 ml) suspension of 2-mercaptoimidazole (5.0 g) and 4-chloronitrobenzene (8.7 g), potassium carbonate (8.3 g) was stirred under refluxing for 1 day. The reaction mixture was poured into ice-water. The deposited solid matters were collected by filtration, washed with water and diethyl ether. The thus obtained solids were dried, there was obtained 2-(4-nitrophenylthio)imidazole (9.5 g, yield: 86%) as yellow powdery product. Starting materials: ClC1=CC2=C(NC(=N2)C2=NNC=C2[N+](=O)[O-])C=C1C (5-chloro-6-methyl-2-(4-nitro-1H-pyrazol-3-yl)-1H-benzoimidazole), [Sn](Cl)(Cl)(Cl)Cl (tin chloride), C(O)([O-])=O.[Na+] (sodium hydrogen carbonate). The solvent is C(C)O (ethanol). Product: ClC1=CC2=C(NC(=N2)C2=NNC=C2N)C=C1C (3-(5-chloro-6-methyl-1H-benzoimidazol-2-yl)-1H-pyrazol-4-ylamine). As a reaction SMILES: [Cl:1][C:2]1[C:18]([CH3:19])=[CH:17][C:5]2[NH:6][C:7]([C:9]3[C:13]([N+:14]([O-])=O)=[CH:12][NH:11][N:10]=3)=[N:8][C:4]=2[CH:3]=1.[Sn](Cl)(Cl)(Cl)Cl.C(=O)([O-])O.[Na+]>C(O)C>[Cl:1][C:2]1[C:18]([CH3:19])=[CH:17][C:5]2[NH:6][C:7]([C:9]3[C:13]([NH2:14])=[CH:12][NH:11][N:10]=3)=[N:8][C:4]=2[CH:3]=1 |f:2.3|. Reported procedure: A stirred solution of 5-chloro-6-methyl-2-(4-nitro-1H-pyrazol-3-yl)-1H-benzoimidazole [0.320 g, Example 249(g)] and tin chloride (1.10 g) in ethanol (5 ml) was heated in a Smith Creator microwave at 140° C. for 10 minutes. The reaction mixture was basified using saturated sodium hydrogen carbonate solution to pH 8 and extracted with ethyl acetate. The organic layer was dried over magnesium sulfate and concentrated to give 3-(5-chloro-6-methyl-1H-benzoimidazol-2-yl)-1H-pyrazol-4-ylamine as a pale...